Dataset: the Open Reaction Database (ORD), a public repository of structured organic reaction records. Task: describe an organic reaction: reactants, conditions, products, and yield The reactants are C(C=C)C1=C(O[Si](C)(C)C(C)(C)C)C(=C(C=C1Br)CC1=CC=C(C=C1)OC)Cl ((2-Allyl-3-bromo-6-chloro-5-(4-methoxybenzyl)phenoxy)(tert-butyl)dimethylsilane), CSC.B (borane dimethylsulfide), [OH-].[Na+] (NaOH), OO (H2O2). Solvent: C1CCOC1 (THF), O (H2O). Conditions: time 1 hour. Yields the product BrC1=CC(=C(C(=C1CCCO)O[Si](C)(C)C(C)(C)C)Cl)CC1=CC=C(C=C1)OC (3-(6-Bromo-2-((tert-butyldimethylsilyl)oxy)-3-chloro-4-(4-methoxybenzyl)phenyl)propan-1-ol). Isolated yield 65.0%. RXN SMILES: [CH2:1]([C:4]1[C:17]([Br:18])=[CH:16][C:15]([CH2:19][C:20]2[CH:25]=[CH:24][C:23]([O:26][CH3:27])=[CH:22][CH:21]=2)=[C:14]([Cl:28])[C:5]=1[O:6][Si:7]([C:10]([CH3:13])([CH3:12])[CH3:11])([CH3:9])[CH3:8])[CH:2]=[CH2:3].CSC.B.[OH-:33].[Na+].OO>C1COCC1.O>[Br:18][C:17]1[C:4]([CH2:1][CH2:2][CH2:3][OH:33])=[C:5]([O:6][Si:7]([C:10]([CH3:13])([CH3:12])[CH3:11])([CH3:8])[CH3:9])[C:14]([Cl:28])=[C:15]([CH2:19][C:20]2[CH:21]=[CH:22][C:23]([O:26][CH3:27])=[CH:24][CH:25]=2)[CH:16]=1 |f:1.2,3.4|. Reported procedure: To a solution of bromide 186 (2.57 g, 5.33 mmol) in THF (35 mL) was added borane dimethylsulfide complex (10M in THF, 0.18 mL, 1.76 mmol) at 0° C. The mixture was stirred at rt for 1 hr. The mixture was cooled to 0° C. and H2O (0.5 mL), aq. 3N NaOH solution (1.1 mL), 35% H2O2 (0.65 mL) were added to the mixture.) The mixture was stirred at 50° C. for 30 min and cooled to rt. The mixture was extracted with EtOAc/aq. 50% NaCl solution (100 mL/100 mL). The organic layer was washed with brine, dried... The reactants are CC1(C)Oc2ccc(C#N)cc2C2OC21, CS(C)=O, CCOC(C)=O, [H-], O=C1CCCCN1, [Na+], O. The product is CC1(C)Oc2ccc(C#N)cc2C(N2CCCCC2=O)C1O. RXN SMILES: [C:1](#[N:2])[c:3]1[cH:4][c:5]2[c:6]([cH:14][cH:15]1)[O:7][C:8]([CH3:12])([CH3:13])[CH:9]1[CH:10]2[O:11]1.[CH3:26][S:27](=[O:28])[CH3:29].[CH3:30][CH2:31][O:32][C:33](=[O:34])[CH3:35].[H-:23].[NH:16]1[C:17](=[O:22])[CH2:18][CH2:19][CH2:20][CH2:21]1.[Na+:24].[OH2:25]>>[C:1](#[N:2])[c:3]1[cH:4][c:5]2[c:6]([cH:14][cH:15]1)[O:7][C:8]([CH3:12])([CH3:13])[CH:9]([OH:11])[CH:10]2[N:16]1[C:17](=[O:22])[CH2:18][CH2:19][CH2:20][CH2:21]1. The reactants are Cc1nn(C)c(C(=O)O)c1Nc1ccccc1[N+](=O)[O-], O=S(Cl)Cl. The product is Cc1nn(C)c(C(=O)O)c1Nc1ccccc1[N+](=O)[O-], [Cl-]. As a reaction SMILES: [CH3:1][n:2]1[n:3][c:4]([CH3:20])[c:5]([NH:10][c:11]2[c:12]([N+:17](=[O:18])[O-:19])[cH:13][cH:14][cH:15][cH:16]2)[c:6]1[C:7](=[O:8])[OH:9].[S:21]([Cl:22])([Cl:23])=[O:24]>>[CH3:1][n:2]1[n:3][c:4]([CH3:20])[c:5]([NH:10][c:11]2[c:12]([N+:17](=[O:18])[O-:19])[cH:13][cH:14][cH:15][cH:16]2)[c:6]1[C:7](=[O:8])[OH:9].[Cl-:23]. The yield is 71.4%. Product: ClC1=C(C(=O)NCC23CC4CC(CC(C2)C4)C3)C=C(C=C1)NCCNCCCN1C=NC=C1 (2-Chloro-5-[[2-[[3-(1H-imidazol-1-yl)propyl]amino]ethyl]amino]-N-(tricyclo[3.3.1.13,7]dec-1-ylmethyl)-benzamide). Run in O1CCCC1 (tetrahydrofuran), C(C)N(CC)CC (triethylamine). RXN SMILES: [Cl:1][C:2]1[CH:21]=[CH:20][C:19]([NH:22][CH2:23][CH2:24]Cl)=[CH:18][C:3]=1[C:4]([NH:6][CH2:7][C:8]12[CH2:17][CH:12]3[CH2:13][CH:14]([CH2:16][CH:10]([CH2:11]3)[CH2:9]1)[CH2:15]2)=[O:5].[NH2:26][CH2:27][CH2:28][CH2:29][N:30]1[CH:34]=[CH:33][N:32]=[CH:31]1.[I-].[Na+].C(=O)([O-])O.[Na+]>O1CCCC1.C(N(CC)CC)C>[Cl:1][C:2]1[CH:21]=[CH:20][C:19]([NH:22][CH2:23][CH2:24][NH:26][CH2:27][CH2:28][CH2:29][N:30]2[CH:34]=[CH:33][N:32]=[CH:31]2)=[CH:18][C:3]=1[C:4]([NH:6][CH2:7][C:8]12[CH2:15][CH:14]3[CH2:16][CH:10]([CH2:11][CH:12]([CH2:13]3)[CH2:17]1)[CH2:9]2)=[O:5] |f:2.3,4.5|. Reported procedure: 2-Chloro-5-[(2-chloroethyl)amino]-N-(tricyclo[3.3.1.13,7]dec-1-ylmethyl)-benzamide (Example 29c, 0.200 g), N-(3-aminopropyl)-imidazole (0.957 g), triethylamine (1.2 ml), sodium iodide (0.010 g) and tetrahydrofuran (4 ml) were heated together in a sealed tube at 80° C. for 24 h. The solution was cooled, poured into saturated aqueous sodium hydrogencarbonate solution and extracted into ethyl acetate. The extracts were dried over magnesium sulfate, filtered and concentrated under reduced pressure. ... Starting materials: ClC1=C(C(=O)NCC23CC4CC(CC(C2)C4)C3)C=C(C=C1)NCCCl (2-Chloro-5-[(2-chloroethyl)amino]-N-(tricyclo[3.3.1.13,7]dec-1-ylmethyl)-benzamide), NCCCN1C=NC=C1 (N-(3-aminopropyl)-imidazole), [I-].[Na+] (sodium iodide), C(O)([O-])=O.[Na+] (sodium hydrogencarbonate). Starting materials: ClC1=CC=C(C=C1)C[C@H]([C@H](C)N)C1=CC(=CC=C1)C#N (3-(4-chlorophenyl)-2(S)(3-cyanophenyl)-1(S)-methyl-propylamine), C1(=CC=CC=C1)C(CN1N=CC=C1)=O (1-phenyl-2(1H-pyrazol-1-yl)ethanone), CC=1C=CC(=CC1)S(=O)(=O)O (TsOH), 4A. Run in C1(=CC=CC=C1)C (toluene). Yields the product ClC1=CC=C(C[C@H]([C@H](C)NC(CN2N=CC=C2)C2=CC=CC=C2)C=2C=C(C#N)C=CC2)C=C1 (3-(1(S)-(4-chlorobenzyl)-2(S)-((1-phenyl-2-(1H-pyrazol-1-yl)ethyl)amino)propyl)benzonitrile). As a reaction SMILES: [Cl:1][C:2]1[CH:7]=[CH:6][C:5]([CH2:8][C@@H:9]([C:13]2[CH:18]=[CH:17][CH:16]=[C:15]([C:19]#[N:20])[CH:14]=2)[C@@H:10]([NH2:12])[CH3:11])=[CH:4][CH:3]=1.[C:21]1([C:27](=O)[CH2:28][N:29]2[CH:33]=[CH:32][CH:31]=[N:30]2)[CH:26]=[CH:25][CH:24]=[CH:23][CH:22]=1.CC1C=CC(S(O)(=O)=O)=CC=1>C1(C)C=CC=CC=1>[Cl:1][C:2]1[CH:7]=[CH:6][C:5]([CH2:8][C@@H:9]([C:13]2[CH:14]=[C:15]([CH:16]=[CH:17][CH:18]=2)[C:19]#[N:20])[C@@H:10]([NH:12][CH:27]([C:21]2[CH:26]=[CH:25][CH:24]=[CH:23][CH:22]=2)[CH2:28][N:29]2[CH:33]=[CH:32][CH:31]=[N:30]2)[CH3:11])=[CH:4][CH:3]=1. Procedure details: To a solution of 80 mg (0.28 mmol) of 3-(4-chlorophenyl)-2(S)(3-cyanophenyl)-1(S)-methyl-propylamine in 1.5 mL of toluene, 60 mg of 1-phenyl-2(1H-pyrazol-1-yl)ethanone and 5 mg of TsOH were added. Powdered 4A molecular sieves (˜300 mg) were added to the reaction and it was heated to reflux for 5 hr. The mixture was allowed to cool overnight, filtered and the solid washed with EtOAc. The filtrate was concentrated and the residue was dissolved in 1.5 mL of THF, 0.1 mL of acetic acid. This solution... Starting materials: C(C)OC(C(CC(C)(C)C1=CC=C(C=C1)Br)(C(F)(F)F)O)=O (4-(4-bromophenyl)-2-hydroxy-4-methyl-2-trifluoromethyl-valeric acid ethyl ester), tetrakis-triphenylphosphine palladium, CN(C=O)C (dimethylformamide). The reagents and catalysts are [C-]#N.[Zn+2].[C-]#N (zinc cyanide). The product is C(#N)C1=CC=C(C=C1)C(CC(C(=O)O)(C(F)(F)F)O)(C)C (4-(4-Cyanophenyl)-2-hydroxy-4-methyl-2-trifluoromethyl-valeric acid). RXN SMILES: C([O:3][C:4](=[O:22])[C:5]([OH:21])([C:17]([F:20])([F:19])[F:18])[CH2:6][C:7]([C:10]1[CH:15]=[CH:14][C:13](Br)=[CH:12][CH:11]=1)([CH3:9])[CH3:8])C.[CH3:23][N:24](C)C=O>[C-]#N.[Zn+2].[C-]#N>[C:23]([C:13]1[CH:14]=[CH:15][C:10]([C:7]([CH3:8])([CH3:9])[CH2:6][C:5]([OH:21])([C:17]([F:18])([F:19])[F:20])[C:4]([OH:3])=[O:22])=[CH:11][CH:12]=1)#[N:24] |f:2.3.4|. Procedure: From 4-(4-bromophenyl)-2-hydroxy-4-methyl-2-trifluoromethyl-valeric acid ethyl ester, zinc cyanide and tetrakis-triphenylphosphine-palladium in dimethylformamide at 140° C. After saponification, the title acid is obtained as a foam. The reactants are C1=CC=CC=C1 (benzene), C1(=CC=CC=C1)C1(CC1)N (1-phenylcyclopropylamine), BrC(C(=O)Cl)C(C)(C)C (α-bromo-tert-butylacetyl chloride). Run in C(C)N(CC)CC (triethylamine). Conditions: time 3 hour. Yields the product C1(=CC=CC=C1)C1(CC1)NC(C(Br)C(C)(C)C)=O (N-(1-phenylcyclopropyl)-α-bromo-tert-butylacetamide). Yield: 71.4%. RXN SMILES: C1C=CC=CC=1.[C:7]1([C:13]2([NH2:16])[CH2:15][CH2:14]2)[CH:12]=[CH:11][CH:10]=[CH:9][CH:8]=1.[Br:17][CH:18]([C:22]([CH3:25])([CH3:24])[CH3:23])[C:19](Cl)=[O:20]>C(N(CC)CC)C>[C:7]1([C:13]2([NH:16][C:19](=[O:20])[CH:18]([C:22]([CH3:25])([CH3:24])[CH3:23])[Br:17])[CH2:15][CH2:14]2)[CH:12]=[CH:11][CH:10]=[CH:9][CH:8]=1. Reported procedure: Into a 200 ml four-necked flask, there were charged benzene (100 ml), 1-phenylcyclopropylamine (8.9 g) and triethylamine (7.4 g), and α-bromo-tert-butylacetyl chloride (14.5 g) was dropwise added thereto while stirring at room temperature. Stirring was continued for 3 hours. After completion of the reaction, the reaction mixture was washed with water to remove triethylamine hydrochloride. The benzene layer was dried over anhydrous sodium sulfate, and the solvent was distilled off under reduced p...